From a dataset of the Open Reaction Database (ORD), a public repository of structured organic reaction records. describe an organic reaction: reactants, conditions, products, and yield Reactants: F[B-](F)(F)F, CCOC(=O)c1cc2cc(O)ccc2n1CC(F)(F)F, C1COCCN1, CCN(C(C)C)C(C)C, CN(C)C=O, CCOC(C)=O, CN(C)C(On1nnc2ccccc21)=[N+](C)C. Yields the product O=C(c1cc2cc(O)ccc2n1CC(F)(F)F)N1CCOCC1. As a reaction SMILES: [B-:21]([F:22])([F:23])([F:24])[F:25].[CH2:1]([O:2][C:4](=[O:5])[c:6]1[n:7]([CH2:16][C:17]([F:18])([F:19])[F:20])[c:8]2[cH:9][cH:10][c:11]([OH:15])[cH:12][c:13]2[cH:14]1)[CH3:3].[CH2:43]1[CH2:44][O:45][CH2:46][CH2:47][NH:48]1.[CH2:49]([N:50]([CH:51]([CH3:52])[CH3:53])[CH:54]([CH3:55])[CH3:56])[CH3:57].[CH3:58][N:59]([CH3:60])[CH:61]=[O:62].[CH3:63][CH2:64][O:65][C:66](=[O:67])[CH3:68].[n:26]1([O:27][C:28]([N:29]([CH3:30])[CH3:31])=[N+:32]([CH3:33])[CH3:34])[c:35]2[cH:36][cH:37][cH:38][cH:39][c:40]2[n:41][n:42]1>>[C:4](=[O:5])([c:6]1[n:7]([CH2:16][C:17]([F:18])([F:19])[F:20])[c:8]2[cH:9][cH:10][c:11]([OH:15])[cH:12][c:13]2[cH:14]1)[N:48]1[CH2:43][CH2:44][O:45][CH2:46][CH2:47]1. Starting materials: CCN=C=NCCCN(C)C.Cl (EDCl), N1([C@H](C(=O)O)CCC1)C(=O)OC(C)(C)C (Boc-Pro-OH), N1[C@@H](C(=O)NC2=CC=CC=C2)CCC1 (H-D-Pro-NHPh). The solvent is C1CCOC1 (THF). Reaction conditions: time 6 hour. The product is N1([C@H](C(=O)N2[C@@H](C(=O)NC3=CC=CC=C3)CCC2)CCC1)C(=O)OC(C)(C)C (Boc-Pro-D-Pro-NHPh). Yield: 78.5%. RXN SMILES: CCN=C=NCCCN(C)C.Cl.[N:13]1([C:21]([O:23][C:24]([CH3:27])([CH3:26])[CH3:25])=[O:22])[CH2:20][CH2:19][CH2:18][C@H:14]1[C:15]([OH:17])=O.[NH:28]1[CH2:41][CH2:40][CH2:39][C@@H:29]1[C:30]([NH:32][C:33]1[CH:38]=[CH:37][CH:36]=[CH:35][CH:34]=1)=[O:31]>C1COCC1>[N:13]1([C:21]([O:23][C:24]([CH3:27])([CH3:26])[CH3:25])=[O:22])[CH2:20][CH2:19][CH2:18][C@H:14]1[C:15]([N:28]1[CH2:41][CH2:40][CH2:39][C@@H:29]1[C:30]([NH:32][C:33]1[CH:38]=[CH:37][CH:36]=[CH:35][CH:34]=1)=[O:31])=[O:17] |f:0.1|. Procedure: 201 mg (1.05 mmol) of EDCl was added to 5 ml of THF solution of 100 mg (0.526 mmol) of Boc-Pro-OH (manufactured by Tokyo Chemical Industry Co., Ltd), and 113 mg (0.526 mmol) of H-D-Pro-NHPh (manufactured by Tokyo Chemical Industry Co., Ltd), followed by stirring for 6 hours at room temperature. After a reaction mixture was concentrated under reduced pressure, the concentrate was extracted by adding water and ethyl acetate. After an organic layer was washed sequentially with a diluted hydrochlori... The reactants are CO, COC(=O)c1ccc(C=C(Cn2ccnc2)c2ccc(F)cc2)cc1, [Na+], [OH-]. Product: O=C(O)c1ccc(C=C(Cn2ccnc2)c2ccc(F)cc2)cc1. As a reaction SMILES: [CH3:28][OH:29].[F:1][c:2]1[cH:3][cH:4][c:5]([C:8](=[CH:9][c:10]2[cH:11][cH:12][c:13]([C:14](=[O:15])[O:16][CH3:17])[cH:18][cH:19]2)[CH2:20][n:21]2[cH:22][n:23][cH:24][cH:25]2)[cH:6][cH:7]1.[Na+:27].[OH-:26]>>[F:1][c:2]1[cH:3][cH:4][c:5]([C:8](=[CH:9][c:10]2[cH:11][cH:12][c:13]([C:14](=[O:15])[OH:16])[cH:18][cH:19]2)[CH2:20][n:21]2[cH:22][n:23][cH:24][cH:25]2)[cH:6][cH:7]1. Starting materials: ClC1=C(C=C(C=C1)N1[C@@H](CNCC1)C)OC ((R)-1-(4-Chloro-3-methoxyphenyl)-2-methylpiperazine), N1C(=NC=C1)C1=NN(C2=NC=CC=C21)CC(=O)O ([3-(1H-imidazol-2-yl)pyrazolo[3,4-b]pyridin-1-yl]acetic acid). The product is ClC1=C(C=C(C=C1)N1[C@@H](CN(CC1)C(CN1N=C(C=2C1=NC=CC2)C=2NC=CN2)=O)C)OC (1-[(R)-4-(4-chloro-3-methoxyphenyl)-3-methylpiperazin-1-yl]-2-[3-(1H-imidazol-2-yl)-pyrazolo[3,4-b]pyridin-1-yl]ethanone). As a reaction SMILES: [Cl:1][C:2]1[CH:7]=[CH:6][C:5]([N:8]2[CH2:13][CH2:12][NH:11][CH2:10][C@H:9]2[CH3:14])=[CH:4][C:3]=1[O:15][CH3:16].[NH:17]1[CH:21]=[CH:20][N:19]=[C:18]1[C:22]1[C:30]2[C:25](=[N:26][CH:27]=[CH:28][CH:29]=2)[N:24]([CH2:31][C:32](O)=[O:33])[N:23]=1>>[Cl:1][C:2]1[CH:7]=[CH:6][C:5]([N:8]2[CH2:13][CH2:12][N:11]([C:32](=[O:33])[CH2:31][N:24]3[C:25]4=[N:26][CH:27]=[CH:28][CH:29]=[C:30]4[C:22]([C:18]4[NH:17][CH:21]=[CH:20][N:19]=4)=[N:23]3)[CH2:10][C@H:9]2[CH3:14])=[CH:4][C:3]=1[O:15][CH3:16]. Procedure: The title compound was prepared following Protocol A. (R)-1-(4-Chloro-3-methoxyphenyl)-2-methylpiperazine and [3-(1H-imidazol-2-yl)pyrazolo[3,4-b]pyridin-1-yl]acetic acid were used as the coupling components. The crude product was purified by silica gel chromatography (1% to 7.5% MeOH in CH2Cl2) to provide 1-[(R)-4-(4-chloro-3-methoxyphenyl)-3-methylpiperazin-1-yl]-2-[3-(1H-imidazol-2-yl)-pyrazolo[3,4-b]pyridin-1-yl]ethanone as a tan solid: 1H NMR (CDCl3, 400 MHz) δ 8.76 (d, 0.6H), 8.66 (dd, 0.3...